describe an organic reaction: reactants, conditions, products, and yield From a dataset of the Open Reaction Database (ORD), a public repository of structured organic reaction records. Yields the product C(C)OC(C)OC1=CC=C(\C=C/CO)C=C1 (4(Z)-(1-ethoxyethoxy)cinnamyl alcohol). Reported procedure: 7.8 Grams of 4(Z)-(1-ethoxyethoxy)cinnamyl acetate and 50 ml of methanol solution containing 5 g of potassium carbonate were stirred at a room temperature for 2 hours. The solvent was removed by evaporation, and to the residue thus obtained was added water and extracted with ether. The ether extract was washed with water, dried and the solvent remove by evaporation to yield 4(Z)-(1-ethoxyethoxy)cinnamyl alcohol. As a reaction SMILES: C([O:4][CH2:5]/[CH:6]=[CH:7]\[C:8]1[CH:13]=[CH:12][C:11]([O:14][CH:15]([O:17][CH2:18][CH3:19])[CH3:16])=[CH:10][CH:9]=1)(=O)C.CO.C(=O)([O-])[O-].[K+].[K+]>O>[CH2:18]([O:17][CH:15]([O:14][C:11]1[CH:10]=[CH:9][C:8](/[CH:7]=[CH:6]\[CH2:5][OH:4])=[CH:13][CH:12]=1)[CH3:16])[CH3:19] |f:2.3.4|. Reactants: C(C)(=O)OC\C=C/C1=CC=C(C=C1)OC(C)OCC (4(Z)-(1-ethoxyethoxy)cinnamyl acetate), CO (methanol), C([O-])([O-])=O.[K+].[K+] (potassium carbonate). Reaction conditions: time 2 hour. Run in O (water). Starting materials: N1(CCCC1)C(=O)Cl (pyrrolidinocarbonyl chloride), NC=1C=CC2=C(N(C(=N2)CCCC)CC2=CC=C(C=C2)C=2C(=CC=CC2)C(=O)OC(C)(C)C)C1 (tert.-butyl 4'-[(6-amino-2-n-butyl-benzimidazol-1-yl)-methyl]biphenyl-2-carboxylate). The solvent is N1=CC=CC=C1 (pyridine), C(Cl)(Cl)Cl (chloroform). Run at time 24 hour. Yields the product C(CCC)C1=NC2=C(N1CC1=CC=C(C=C1)C=1C(=CC=CC1)C(=O)OC(C)(C)C)C=C(C=C2)NC(=O)N2CCCC2 (Tert.-butyl 4'-[[2-n-butyl-6-(pyrrolidinocarbonylamino)-benzimidazol-1-yl]methyl]biphenyl-2-carboxylate). RXN SMILES: [N:1]1([C:6](Cl)=[O:7])[CH2:5][CH2:4][CH2:3][CH2:2]1.[NH2:9][C:10]1[CH:11]=[CH:12][C:13]2[N:17]=[C:16]([CH2:18][CH2:19][CH2:20][CH3:21])[N:15]([CH2:22][C:23]3[CH:28]=[CH:27][C:26]([C:29]4[C:30]([C:35]([O:37][C:38]([CH3:41])([CH3:40])[CH3:39])=[O:36])=[CH:31][CH:32]=[CH:33][CH:34]=4)=[CH:25][CH:24]=3)[C:14]=2[CH:42]=1>C(Cl)(Cl)Cl.N1C=CC=CC=1>[CH2:18]([C:16]1[N:15]([CH2:22][C:23]2[CH:24]=[CH:25][C:26]([C:29]3[C:30]([C:35]([O:37][C:38]([CH3:41])([CH3:40])[CH3:39])=[O:36])=[CH:31][CH:32]=[CH:33][CH:34]=3)=[CH:27][CH:28]=2)[C:14]2[CH:42]=[C:10]([NH:9][C:6]([N:1]3[CH2:5][CH2:4][CH2:3][CH2:2]3)=[O:7])[CH:11]=[CH:12][C:13]=2[N:17]=1)[CH2:19][CH2:20][CH3:21]. Procedure: 2.0 g (15 mMol) of pyrrolidinocarbonyl chloride are placed in 50 ml of dry chloroform and 2.3 g (6 mMol) of tert.-butyl 4'-[(6-amino-2-n-butyl-benzimidazol-1-yl)-methyl]biphenyl-2-carboxylate dissolved in 50 ml of dry pyridine are added dropwise for one hour. The reaction solution is stirred for a further 24 hours and then concentrated by rotary evaporation. The oily residue is distributed in ethyl acetate and 10% sodium hydrogen carbonate solution, the organic phase is separated off and, after ...